From a dataset of the Open Reaction Database (ORD), a public repository of structured organic reaction records. describe an organic reaction: reactants, conditions, products, and yield The reactants are C1(CCCCC1)C(=O)O (Cyclohexane carboxylic acid), S(=O)(Cl)Cl (thionyl chloride), Cl.Cl.CN1C2CNCC1CC2 (8-methyl-3,8-diazabicyclo[3.2.1]octane dihydrochloride), [OH-].[Na+] (sodium hydroxide), C1(CCCCC1)C(=O)Cl (cyclohexane carboxylic acid chloride), Cl (monohydrochloride). The solvent is O (water), C(Cl)(Cl)Cl (chloroform), C(Cl)(Cl)Cl (chloroform). Reaction conditions: temperature 0 celsius, time 1 hour. Yields the product C1(CCCCC1)C(=O)N1CC2CCC(C1)N2C (3-Cyclohexanecarbonyl-8-methyl-3,8-diazabicyclo[3.2.1]octane). The yield is 66.8%. As a reaction SMILES: [CH:1]1([C:7]([OH:9])=O)[CH2:6][CH2:5][CH2:4][CH2:3][CH2:2]1.S(Cl)(Cl)=O.C1(C(Cl)=O)CCCCC1.Cl.Cl.[CH3:25][N:26]1[CH:31]2[CH2:32][CH2:33][CH:27]1[CH2:28][NH:29][CH2:30]2.[OH-].[Na+].Cl>O.C(Cl)(Cl)Cl>[CH:1]1([C:7]([N:29]2[CH2:30][CH:31]3[N:26]([CH3:25])[CH:27]([CH2:33][CH2:32]3)[CH2:28]2)=[O:9])[CH2:2][CH2:3][CH2:4][CH2:5][CH2:6]1 |f:3.4.5,6.7|. Procedure details: Cyclohexane carboxylic acid (1.29 g, 0.010 mole) and 1.2 g (0.010 mole) thionyl chloride were heated in a dry atmosphere at 90°C for 1 hour. To this cyclohexane carboxylic acid chloride, at 0°C, was added a mixture of 2.0 g (0.010 mole) 8-methyl-3,8-diazabicyclo[3.2.1]octane dihydrochloride (prepared as described in Example 1), 1.6 g sodium hydroxide dissolved in 16 ml water, and 16 ml chloroform which had been stirred vigouously at room temperature and then chilled to 0°C. The reaction was stir... The reactants are CN(C=O)C (N,N-dimethylformamide), ClC1=C(C(=CC=C1)F)C1=NN(C(=N1)C1=CC(=C(C=C1)O)Cl)C (3-(2-chloro-6-fluorophenyl) 5-[3-chloro-4-hydroxyphenyl)-1-methyl-1H-1,2,4-triazole), C([O-])([O-])=O.[K+].[K+] (potassium carbonate), FC1=C(CCl)C=CC(=C1)C(F)(F)F (2-fluoro-4-trifluoromethylbenzyl chloride). Run in O (water). The product is ClC1=C(C(=CC=C1)F)C1=NN(C(=N1)C1=CC(=C(C=C1)OCC1=C(C=C(C=C1)C(F)(F)F)F)Cl)C (3-(2-chloro-6-fluorophenyl)-5-[3-chloro-4(2-fluoro-4-trifluoromethylbenzyloxy)-phenyl]-1-methyl-1H-1,2,4-triazole). Isolated yield 49.6%. Reaction SMILES: CN(C)C=O.[Cl:6][C:7]1[CH:12]=[CH:11][CH:10]=[C:9]([F:13])[C:8]=1[C:14]1[N:18]=[C:17]([C:19]2[CH:24]=[CH:23][C:22]([OH:25])=[C:21]([Cl:26])[CH:20]=2)[N:16]([CH3:27])[N:15]=1.C(=O)([O-])[O-].[K+].[K+].[F:34][C:35]1[CH:42]=[C:41]([C:43]([F:46])([F:45])[F:44])[CH:40]=[CH:39][C:36]=1[CH2:37]Cl>O>[Cl:6][C:7]1[CH:12]=[CH:11][CH:10]=[C:9]([F:13])[C:8]=1[C:14]1[N:18]=[C:17]([C:19]2[CH:24]=[CH:23][C:22]([O:25][CH2:37][C:36]3[CH:39]=[CH:40][C:41]([C:43]([F:44])([F:46])[F:45])=[CH:42][C:35]=3[F:34])=[C:21]([Cl:26])[CH:20]=2)[N:16]([CH3:27])[N:15]=1 |f:2.3.4|. Procedure: To 20 ml of N,N-dimethylformamide are added 3-(2-chloro-6-fluorophenyl) 5-[3-chloro-4-hydroxyphenyl)-1-methyl-1H-1,2,4-triazole (0.90 g) and potassium carbonate (0.40 g) and 2-fluoro-4-trifluoromethylbenzyl chloride (0.50 g) is added thereto at room temperature with stirring, which is stirred at 120° C. for 5 hours. On completion of the reaction, the reaction solution is cooled to room temperature, poured into water and extracted with ethyl acetate. The organic layer is washed with water, dried ... Starting materials: C(C)OP(OCC)(=O)CC(=O)N(C)C (Diethyl[2-(dimethylamino)-2-oxoethyl]phosphonate), [H-].[Na+] (sodium hydride), [Cl-].[NH4+] (ammonium chloride), C(=O)C1=CC=C(C=C1)C1=CN=CC2=CC=C(C=C12)C(=O)OCC[Si](C)(C)C (2-(Trimethylsilyl)ethyl 4-(4-formylphenyl)isoquinoline-6-carboxylate). Solvent: ClCCl (dichloromethane). Conditions: time 10 minute. Product: CN(C(/C=C/C1=CC=C(C=C1)C1=CN=CC2=CC=C(C=C12)C(=O)OCC[Si](C)(C)C)=O)C (2-(Trimethylsilyl)ethyl 4-{4-[(1E)-3-(dimethylamino)-3-oxopropen-1-yl]phenyl}isoquinoline-6-carboxylate). The yield is 94.0%. As a reaction SMILES: C(OP([CH2:9][C:10]([N:12]([CH3:14])[CH3:13])=[O:11])(=O)OCC)C.[H-].[Na+].[CH:17]([C:19]1[CH:24]=[CH:23][C:22]([C:25]2[C:34]3[C:29](=[CH:30][CH:31]=[C:32]([C:35]([O:37][CH2:38][CH2:39][Si:40]([CH3:43])([CH3:42])[CH3:41])=[O:36])[CH:33]=3)[CH:28]=[N:27][CH:26]=2)=[CH:21][CH:20]=1)=O.[Cl-].[NH4+]>ClCCl>[CH3:14][N:12]([CH3:13])[C:10](=[O:11])/[CH:9]=[CH:17]/[C:19]1[CH:20]=[CH:21][C:22]([C:25]2[C:34]3[C:29](=[CH:30][CH:31]=[C:32]([C:35]([O:37][CH2:38][CH2:39][Si:40]([CH3:41])([CH3:43])[CH3:42])=[O:36])[CH:33]=3)[CH:28]=[N:27][CH:26]=2)=[CH:23][CH:24]=1 |f:1.2,4.5|. Reported procedure: Diethyl[2-(dimethylamino)-2-oxoethyl]phosphonate (133 mg, 0.597 mmol) was dissolved in dichloromethane (4 mL), to which 55% sodium hydride (21 mg, 0.48 mmol) was added at 0° C., followed by stirring for 10 minutes. To this solution, 2-(trimethylsilyl)ethyl 4-(4-formylphenyl)isoquinoline-6-carboxylate (150 mg, 0.40 mmol) synthesized in Example 13 (13a) was added, followed by stirring for one hour. To the resulting reaction liquid, a saturated aqueous solution of ammonium chloride was added, follo... Starting materials: N1(CC1)C[C@H](CN1C(=NC=C1)[N+](=O)[O-])O ((R)-(-)-α-(1-aziridinylmethyl)-2-nitro-1H-imidazole-1-ethanol), Br (hydrogen bromide). Solvent: CC(=O)C (acetone). Yields the product Br.BrCCNC[C@H](CN1C(=NC=C1)[N+](=O)[O-])O ((R)-(+)-α-[[(2-Bromoethyl)amino]methyl]-2-nitro-1H-imidazole-1-ethanol, monohydrobromide). As a reaction SMILES: [N:1]1([CH2:4][C@@H:5]([OH:15])[CH2:6][N:7]2[CH:11]=[CH:10][N:9]=[C:8]2[N+:12]([O-:14])=[O:13])[CH2:3][CH2:2]1.[BrH:16]>CC(C)=O>[BrH:16].[Br:16][CH2:3][CH2:2][NH:1][CH2:4][C@@H:5]([OH:15])[CH2:6][N:7]1[CH:11]=[CH:10][N:9]=[C:8]1[N+:12]([O-:14])=[O:13] |f:3.4|. Reported procedure: In another alternate procedure, treatment of (R)-(-)-α-(1-aziridinylmethyl)-2-nitro-1H-imidazole-1-ethanol, synthesized as described in Example 2(e), with aqueous hydrogen bromide in acetone, as described in The Journal of Medicinal Chemistry, 33, 2608 (1990), gives the product, mp 149°-150.5° C. (decomposition), 99.3% optically pure by chiral HPLC. Reactants: C(C)(C)(C)OC(=O)C1=NC(=NC(=C1OCC1=CC=CC=C1)O)CC1=C(C=CC=C1)C1=C(C=CC=C1)Cl (5-Benzyloxy-2-(2′-chloro-biphenyl-2-ylmethyl)-6-hydroxypyrimidine-4-carboxylic acid tert-butyl ester), C(C1=CC=CC=C1)OC=1C(=NC(=NC1O)CC1=C(C=CC=C1)C1=CC=CC=C1)C(=O)O (5-benzyloxy-2-biphenyl-2-ylmethyl-6-hydroxypyrimidine-4-carboxylic acid). Product: C(C1=CC=CC=C1)OC=1C(=NC(=NC1O)CC1=C(C=CC=C1)C1=C(C=CC=C1)Cl)C(=O)O (5-Benzyloxy-2-(2′-chloro-biphenyl-2-ylmethyl)-6-hydroxypyrimidine-4-carboxylic acid). Yield: 67.5%. As a reaction SMILES: C([O:5][C:6]([C:8]1[C:13]([O:14][CH2:15][C:16]2[CH:21]=[CH:20][CH:19]=[CH:18][CH:17]=2)=[C:12]([OH:22])[N:11]=[C:10]([CH2:23][C:24]2[CH:29]=[CH:28][CH:27]=[CH:26][C:25]=2[C:30]2[CH:35]=[CH:34][CH:33]=[CH:32][C:31]=2[Cl:36])[N:9]=1)=[O:7])(C)(C)C.C(OC1C(C(O)=O)=NC(CC2C=CC=CC=2C2C=CC=CC=2)=NC=1O)C1C=CC=CC=1>>[CH2:15]([O:14][C:13]1[C:8]([C:6]([OH:7])=[O:5])=[N:9][C:10]([CH2:23][C:24]2[CH:29]=[CH:28][CH:27]=[CH:26][C:25]=2[C:30]2[CH:35]=[CH:34][CH:33]=[CH:32][C:31]=2[Cl:36])=[N:11][C:12]=1[OH:22])[C:16]1[CH:21]=[CH:20][CH:19]=[CH:18][CH:17]=1. Procedure: 5-Benzyloxy-2-(2′-chloro-biphenyl-2-ylmethyl)-6-hydroxypyrimidine-4-carboxylic acid (7-02) (3 g, 67.53%) was synthesized as a white solid from 5-benzyloxy-2-(2′-chloro-biphenyl-2-ylmethyl)-6-hydroxypyrimidine-4-carboxylic acid tert-butyl ester (6-02) (5 g, 9.94 mmol) following the procedure as described for 5-benzyloxy-2-biphenyl-2-ylmethyl-6-hydroxypyrimidine-4-carboxylic acid (7-01). The product is CCCCCCCC(O)C(C)C(=O)OC. The reactants are COC(=O)C(C)Br, C[Si](C)(C)Cl, CCOC(C)=O, CCCCCCCC=O, Cl, [Zn]. Reaction SMILES: [Br:15][CH:16]([C:17](=[O:18])[O:19][CH3:20])[CH3:21].[CH3:1][Si:2]([CH3:3])([CH3:4])[Cl:5].[CH3:23][CH2:24][O:25][C:26](=[O:27])[CH3:28].[CH:6]([CH2:7][CH2:8][CH2:9][CH2:10][CH2:11][CH2:12][CH3:13])=[O:14].[ClH:22].[Zn:29]>>[CH:6]([CH2:7][CH2:8][CH2:9][CH2:10][CH2:11][CH2:12][CH3:13])([OH:14])[CH:16]([C:17](=[O:18])[O:19][CH3:20])[CH3:21].